Dataset: the Open Reaction Database (ORD), a public repository of structured organic reaction records. Task: describe an organic reaction: reactants, conditions, products, and yield Starting materials: COC=1C=C(C=CC1)C1NCCC1 (2-(3-methoxyphenyl)pyrrolidine), BrCCN1C(C=2C(C1=O)=CC=CC2)=O (N-(2-bromoethyl)phthalimide), C([O-])([O-])=O.[K+].[K+] (potassium carbonate), [I-].[K+] (potassium iodide). Solvent: C(C)#N (acetonitrile). Product: COC=1C=C(C=CC1)C1N(CCC1)CCN1C(C2=CC=CC=C2C1=O)=O (2-{2-[2-(3-Methoxyphenyl)-1-pyrrolidinyl]ethyl}-1H-isoindole-1,3(2H) dione). Yield: 55.9%. Reaction SMILES: [CH3:1][O:2][C:3]1[CH:4]=[C:5]([CH:9]2[CH2:13][CH2:12][CH2:11][NH:10]2)[CH:6]=[CH:7][CH:8]=1.Br[CH2:15][CH2:16][N:17]1[C:21](=[O:22])[C:20]2=[CH:23][CH:24]=[CH:25][CH:26]=[C:19]2[C:18]1=[O:27].C(=O)([O-])[O-].[K+].[K+].[I-].[K+]>C(#N)C>[CH3:1][O:2][C:3]1[CH:4]=[C:5]([CH:9]2[CH2:13][CH2:12][CH2:11][N:10]2[CH2:15][CH2:16][N:17]2[C:18](=[O:27])[C:19]3[C:20](=[CH:23][CH:24]=[CH:25][CH:26]=3)[C:21]2=[O:22])[CH:6]=[CH:7][CH:8]=1 |f:2.3.4,5.6|. Procedure details: To a solution of 2-(3-methoxyphenyl)pyrrolidine (1.9 g) in dry acetonitrile (50 ml) was added N-(2-bromoethyl)phthalimide (3.6 g) followed by milled potassium carbonate (3.8 g) and potassium iodide (catalytic amount) at ambient temperature, under nitrogen. The reaction mixture was warmed under reflux for 18.5 hrs, cooled to ambient temperature and filtered through a pad of celite. The filter cake was washed with ethyl acetate, and the combined filtrates were concentrated. The residue was diluted... The reactants are [BH4-], C[Si](C)(C)Cl, COc1ccc([N+](=O)[O-])c(CC(=O)NC2CCN(Cc3ccccc3)CC2)c1, Cl, [Li+], C1CCOC1, O. Product: COc1ccc([N+](=O)[O-])c(CCNC2CCN(Cc3ccccc3)CC2)c1. Reaction SMILES: [BH4-:34].[CH3:1][Si:2]([Cl:3])([CH3:4])[CH3:5].[CH3:6][O:7][c:8]1[cH:9][cH:10][c:11]([N+:31](=[O:32])[O-:33])[c:12]([CH2:14][C:15](=[O:16])[NH:17][CH:18]2[CH2:19][CH2:20][N:21]([CH2:24][c:25]3[cH:26][cH:27][cH:28][cH:29][cH:30]3)[CH2:22][CH2:23]2)[cH:13]1.[ClH:36].[Li+:35].[O:37]1[CH2:38][CH2:39][CH2:40][CH2:41]1.[OH2:42]>>[CH3:6][O:7][c:8]1[cH:9][cH:10][c:11]([N+:31](=[O:32])[O-:33])[c:12]([CH2:14][CH2:15][NH:17][CH:18]2[CH2:19][CH2:20][N:21]([CH2:24][c:25]3[cH:26][cH:27][cH:28][cH:29][cH:30]3)[CH2:22][CH2:23]2)[cH:13]1.